This data is from the Open Reaction Database (ORD), a public repository of structured organic reaction records. The task is: describe an organic reaction: reactants, conditions, products, and yield Reactants: [Si]([O-])([O-])([O-])O[Si]([O-])([O-])[O-].[Na+].O.[Na+].[Na+].[Na+].[Na+].[Na+] (water sodium disilicate). Solvent: O (water). The product is [Si]([O-])([O-])([O-])O[Si]([O-])([O-])[O-].[Na+].[Na+].[Na+].[Na+].[Na+].[Na+] (sodium disilicate). Reaction SMILES: [Si:1]([O:5][Si:6]([O-:9])([O-:8])[O-:7])([O-:4])([O-:3])[O-:2].[Na+:10].O.[Na+].[Na+].[Na+].[Na+].[Na+]>O>[Si:1]([O:5][Si:6]([O-:9])([O-:8])[O-:7])([O-:4])([O-:3])[O-:2].[Na+:10].[Na+:10].[Na+:10].[Na+:10].[Na+:10].[Na+:10] |f:0.1.2.3.4.5.6.7,9.10.11.12.13.14.15|. Procedure details: the amorphous low-water sodium disilicate it contains as matrix substance has been produced by partial dehydration of commercially available powdered amorphous sodium disilicate having a water content of 15 to 23% by weight